This data is from the Open Reaction Database (ORD), a public repository of structured organic reaction records. The task is: describe an organic reaction: reactants, conditions, products, and yield Starting materials: 2h, C(C)OCC (diethyl ether), COC1=CC2=C(C=C(C3=C(C=C2)C=CC=C3)O)C=C1 (2-methoxy-6-hydroxy-dibenzo[a,e]cyclooctene), [Cr](=O)(=O)([O-])O[Cr](=O)(=O)[O-].[NH+]1=CC=CC=C1.[NH+]1=CC=CC=C1 (pyridinium dichromate), 4A. The solvent is ClCCl (dichloromethane). Yields the product COC1=CC2=C(CC(C3=C(C=C2)C=CC=C3)=O)C=C1 (2-Methoxy-6-oxo-dibenzo[a,e]cyclooctene). Isolated yield 93.3%. Reaction SMILES: [CH3:1][O:2][C:3]1[CH:19]=[CH:18][C:6]2[CH:7]=[C:8]([OH:17])[C:9]3[CH:16]=[CH:15][CH:14]=[CH:13][C:10]=3[CH:11]=[CH:12][C:5]=2[CH:4]=1.[Cr](O[Cr]([O-])(=O)=O)([O-])(=O)=O.[NH+]1C=CC=CC=1.[NH+]1C=CC=CC=1.C(OCC)C>ClCCl>[CH3:1][O:2][C:3]1[CH:19]=[CH:18][C:6]2[CH2:7][C:8](=[O:17])[C:9]3[CH:16]=[CH:15][CH:14]=[CH:13][C:10]=3[CH:11]=[CH:12][C:5]=2[CH:4]=1 |f:1.2.3|. Procedure: To a solution of 2-methoxy-6-hydroxy-dibenzo[a,e]cyclooctene (1.5 g) in dry dichloromethane (100 ml) was added pyridinium dichromate (4.5 g) and crushed 4A molecular sieves (2.3 g). After stirring at room temperature for 2h, diethyl ether (200 ml) was added and the reaction mixture was filtered through a plug of celite. The solvent was removed in vacuo and the residue purified by chromatography on flash silica with 5% ethyl acetate in hexane as eluent to give, as a colourless solid, the title co... The reactants are ClC1=CC(=C(C=N1)C=1OCC(N1)C(=O)OC)NC(C)C (methyl 2-(6-chloro-4-(isopropylamino)pyridin-3-yl)-4,5-dihydrooxazole-4-carboxylate), C1CCC2=NCCCN2CC1 (DBU), BrC(Cl)(Cl)Cl (bromotrichloromethane). Solvent: C(Cl)Cl (DCM), C(Cl)Cl (DCM). Run at temperature 0 celsius, time 2 hour. Yields the product ClC1=CC(=C(C=N1)C=1OC=C(N1)C(=O)OCC)NC(C)C (ethyl 2-(6-chloro-4-(isopropylamino)pyridin-3-yl)oxazole-4-carboxylate). As a reaction SMILES: [Cl:1][C:2]1[N:7]=[CH:6][C:5]([C:8]2[O:9][CH2:10][CH:11]([C:13]([O:15][CH3:16])=[O:14])[N:12]=2)=[C:4]([NH:17][CH:18]([CH3:20])[CH3:19])[CH:3]=1.[CH2:21]1CCN2C(=NCCC2)CC1.BrC(Cl)(Cl)Cl>C(Cl)Cl>[Cl:1][C:2]1[N:7]=[CH:6][C:5]([C:8]2[O:9][CH:10]=[C:11]([C:13]([O:15][CH2:16][CH3:21])=[O:14])[N:12]=2)=[C:4]([NH:17][CH:18]([CH3:20])[CH3:19])[CH:3]=1. Procedure details: To a stirred solution of methyl 2-(6-chloro-4-(isopropylamino)pyridin-3-yl)-4,5-dihydrooxazole-4-carboxylate (37) (100 mg, 0.336 mmol) in DCM (20 mL), DBU (1.008 mmol) and bromotrichloromethane (0.403 mmol) were added at 0° C. and stirred the reaction mixture for 2 h at 0° C. Reaction temperature was raised to room temperature and stirred the reaction for 10 min. The reaction mixture was diluted with DCM and washed with water, 10% NaHCO3 solution and brine solution. The organic layer was collect... Starting materials: COC(=O)c1ccc(CN2CCN(C)CC2)cc1, CO, Cl, [K+], [OH-], O. Product: CN1CCN(Cc2ccc(C(=O)O)cc2)CC1. As a reaction SMILES: [CH3:1][O:2][C:3]([c:4]1[cH:5][cH:6][c:7]([CH2:10][N:11]2[CH2:12][CH2:13][N:14]([CH3:17])[CH2:15][CH2:16]2)[cH:8][cH:9]1)=[O:18].[CH3:21][OH:22].[ClH:20].[K+:24].[OH-:23].[OH2:19]>>[O:2]=[C:3]([c:4]1[cH:5][cH:6][c:7]([CH2:10][N:11]2[CH2:12][CH2:13][N:14]([CH3:17])[CH2:15][CH2:16]2)[cH:8][cH:9]1)[OH:18]. Reactants: O (water), FC(S(=O)(=O)OC1=C(C=C(C=C1C)[N+](=O)[O-])C)(F)F (2,6-Dimethyl-4-nitrophenyl trifluoromethanesulphonate), [Li+].[Br-] (LiBr), C(C)(=O)OCC.C1CCCCC1 (ethyl acetate cyclohexane). The solvent is CN1C(CCC1)=O (N-methylpyrrolidinone). Product: BrC1=C(C=C(C=C1C)[N+](=O)[O-])C (2-Bromo-1,3-dimethyl-5-nitrobenzene). Isolated yield 87.8%. Reaction SMILES: FC(F)(F)S(O[C:7]1[C:12]([CH3:13])=[CH:11][C:10]([N+:14]([O-:16])=[O:15])=[CH:9][C:8]=1[CH3:17])(=O)=O.[Li+].[Br-:21].C(OCC)(=O)C.C1CCCCC1.O>CN1CCCC1=O>[Br:21][C:7]1[C:12]([CH3:13])=[CH:11][C:10]([N+:14]([O-:16])=[O:15])=[CH:9][C:8]=1[CH3:17] |f:1.2,3.4|. Procedure details: 10.7 g (35.8 mmol) of 2,6-dimethyl-4-nitrophenyl trifluoromethanesulphonate (Example I) and 4.84 g (55.8 mmol) of LiBr are stirred in 120 ml of N-methylpyrrolidinone at 120° C. for 41 h. (Solvent: ethyl acetate/cyclohexane 1:4). After cooling, 80 ml of water are slowly added, and the mixture is stirred while cooling in an icebath for 1 h. The precipitate is filtered off with suction and stirred with 200 ml of petroleum ether. The solvent is removed in vacuo. 7.23 g (85%) of solid are obtained. Product: N#CC(CCc1ccccc1)(c1ccc(F)cc1)c1cccnc1. Reactants: BrCCc1ccccc1, N#CC(c1ccc(F)cc1)c1cccnc1, [H-], [Na+], CN(C)C=O. As a reaction SMILES: [Br:3][CH2:4][CH2:5][c:6]1[cH:7][cH:8][cH:9][cH:10][cH:11]1.[F:12][c:13]1[cH:14][cH:15][c:16]([CH:19]([C:20]#[N:21])[c:22]2[cH:23][n:24][cH:25][cH:26][cH:27]2)[cH:17][cH:18]1.[H-:2].[Na+:1].[O:28]=[CH:29][N:30]([CH3:31])[CH3:32]>>[CH2:4]([CH2:5][c:6]1[cH:7][cH:8][cH:9][cH:10][cH:11]1)[C:19]([c:16]1[cH:15][cH:14][c:13]([F:12])[cH:18][cH:17]1)([C:20]#[N:21])[c:22]1[cH:23][n:24][cH:25][cH:26][cH:27]1. The reactants are C(C)(C)(C)OC(=O)NCCCOC1=C(C(=O)NC2=C(C=C(C(=O)N(C)C3=C(C=C(C=C3)C)OCCCCN)C=C2)OC)C=CC=C1 (4-[2-[3-(tert-butoxycarbonylamino)prop-1-yl]oxybenzoyl]amino-3-methoxy-N-[2-(4-aminobut-1-yl)oxy-4-methylphenyl]-N-methylbenzamide), C(OCCCN(C)C)(OC1=CC=CC=C1)=O (3-(dimethylamino)prop-1-yl phenyl carbonate). Run in CN(C=O)C (N,N-dimethylformamide), C(C)(=O)OCC (ethyl acetate). Conditions: temperature 50 celsius, time 8 hour. The product is CNC(C1=CC=CC=C1)=O (N-methylbenzamide). Yield: 250.5%. Reaction SMILES: C(OC(NCCCO[C:13]1[CH:46]=[CH:45][CH:44]=[CH:43][C:14]=1[C:15]([NH:17][C:18]1C=CC(C(N(C2C=CC(C)=CC=2OCCCCN)C)=O)=CC=1OC)=[O:16])=O)(C)(C)C.C(=O)(OC1C=CC=CC=1)OCCCN(C)C>CN(C)C=O.C(OCC)(=O)C>[CH3:18][NH:17][C:15](=[O:16])[C:14]1[CH:43]=[CH:44][CH:45]=[CH:46][CH:13]=1. Procedure details: A mixture of 4-[2-[3-(tert-butoxycarbonylamino)prop-1-yl]oxybenzoyl]amino-3-methoxy-N-[2-(4-aminobut-1-yl)oxy-4-methylphenyl]-N-methylbenzamide (120 mg) and 3-(dimethylamino)prop-1-yl phenyl carbonate (127 mg) in N,N-dimethylformamide (5 ml) was stirred at 50° C. for 8 hours. The reaction mixture was diluted with ethyl acetate (15 ml) and the solution was washed successively with saturated aqueous sodium bicarbonate solution and brine. The solution was dried over potassium carbonate. The solvent... The reactants are BrCC(=O)C1=CC(=C(C=C1)NS(=O)(=O)C1=C(C2=C(S1)C=CC(=C2)F)C)S(=O)(=O)C (N-(4-bromoacetyl-2-methanesulfonylphenyl)-5-fluoro-3-methylbenzo[b]thiophene-2-sulfonamide), O1CCOCC1 (dioxane), C(O)([O-])=O.[Na+] (sodium hydrogen carbonate), C(C)(=S)N (thioacetamide). The solvent is C(C)O (ethanol). Conditions: time 2 hour. Product: FC1=CC2=C(SC(=C2C)S(=O)(=O)NC2=C(C=C(C=C2)C=2N=C(SC2)C)S(=O)(=O)C)C=C1 (5-fluoro-N-[2-methanesulfonyl-4-(2-methylthiazol-4-yl)phenyl]-3-methylbenzo[b]thiophene-2-sulfonamide). Yield: 42.6%. Reaction SMILES: Br[CH2:2][C:3]([C:5]1[CH:10]=[CH:9][C:8]([NH:11][S:12]([C:15]2[S:19][C:18]3[CH:20]=[CH:21][C:22]([F:24])=[CH:23][C:17]=3[C:16]=2[CH3:25])(=[O:14])=[O:13])=[C:7]([S:26]([CH3:29])(=[O:28])=[O:27])[CH:6]=1)=O.O1CCOCC1.C(=O)([O-])O.[Na+].[C:41]([NH2:44])(=[S:43])[CH3:42]>C(O)C>[F:24][C:22]1[CH:21]=[CH:20][C:18]2[S:19][C:15]([S:12]([NH:11][C:8]3[CH:9]=[CH:10][C:5]([C:3]4[N:44]=[C:41]([CH3:42])[S:43][CH:2]=4)=[CH:6][C:7]=3[S:26]([CH3:29])(=[O:28])=[O:27])(=[O:13])=[O:14])=[C:16]([CH3:25])[C:17]=2[CH:23]=1 |f:2.3|. Reported procedure: Into 4.0 mL of chloroform was dissolved 200 mg of Compound 19, and 194 mg of benzyltrimethylammonium tribromide was added, followed by 1 hour of stirring at room temperature. The reaction was terminated by adding water to the reaction solution and then the solvent was once removed by evaporation. The residue was adjusted to pH 2 to 3 by adding 1 mol/L hydrochloric acid, followed by extraction with ethyl acetate. The organic layer was washed with saturated brine and then dried over anhydrous sodi... Starting materials: C[Si](Cl)(C)C (Trimethylchlorosilane), C1(CCC1)=O (cyclobutanone), N (ammonia), BrC(C(=O)OCC)C (ethyl 2-bromopropionate). The reagents and catalysts are [Zn] (zinc). Solvent: CCOCC (Et2O), CCOCC (Et2O), CCOCC (ether). Conditions: time 15 minute. Product: OC1(CCC1)C(C(=O)OCC)C (Ethyl 2-(1-hydroxycyclobutyl)propionate). Reaction SMILES: C[Si](C)(C)Cl.Br[CH:7]([CH3:13])[C:8]([O:10][CH2:11][CH3:12])=[O:9].[C:14]1(=[O:18])[CH2:17][CH2:16][CH2:15]1.N>CCOCC.[Zn]>[OH:18][C:14]1([CH:7]([CH3:13])[C:8]([O:10][CH2:11][CH3:12])=[O:9])[CH2:17][CH2:16][CH2:15]1. Reported procedure: Trimethylchlorosilane (950 μL, 7.43 mmol) was added by syringe to a suspension of zinc powder (6.65 g, 0.102 mol) in absolute Et2O (170 mL). The mixture was stirred for 15 minutes at room temperature, heated to reflux, the heat source removed, and ethyl 2-bromopropionate (10.1 mL, 77.8 mmol) was added at such a rate that the ether gently boiled. After being heated to reflux for 1 hour, the mixture was stirred for 1 hour at room temperature. A solution of cyclobutanone (5.00 g, 63.2 mmol) in Et2O... Reactants: C(C)(C)(C)OC(=O)N1CC(C1)OC1=C(C=C(C=C1)NC(=O)C=1SC(=CC1CCO)C1=CC=C(C=C1)Cl)OC (3-(4-{[5-(4-chloro-phenyl)-3-(2-hydroxy-ethyl)-thiophene-2-carbonyl]-amino}-2-methoxy-phenoxy)-azetidine-1-carboxylic acid tert-butyl ester), C(CCC)P(CCCC)CCCC (tri-n-butylphosphine), N(=NC(=O)OC(C)C)C(=O)OC(C)C (diisopropyl azodicarboxylate). The solvent is O1CCCC1 (tetrahydrofuran). Reaction conditions: time 8 hour. Yields the product C(C)(C)(C)OC(=O)N1CC(C1)OC1=C(C=C(C=C1)N1C(C2=C(CC1)C=C(S2)C2=CC=C(C=C2)Cl)=O)OC (3-{4-[2-(4-Chloro-phenyl)-7-oxo-4,7-dihydro-5H-thieno[2,3-c]pyridin-6-yl]-2-methoxy-phenoxy}-azetidine-1-carboxylic acid tert-butyl ester). Yield: 67.8%. Reaction SMILES: [C:1]([O:5][C:6]([N:8]1[CH2:11][CH:10]([O:12][C:13]2[CH:18]=[CH:17][C:16]([NH:19][C:20]([C:22]3[S:23][C:24]([C:30]4[CH:35]=[CH:34][C:33]([Cl:36])=[CH:32][CH:31]=4)=[CH:25][C:26]=3[CH2:27][CH2:28]O)=[O:21])=[CH:15][C:14]=2[O:37][CH3:38])[CH2:9]1)=[O:7])([CH3:4])([CH3:3])[CH3:2].C(P(CCCC)CCCC)CCC.N(C(OC(C)C)=O)=NC(OC(C)C)=O>O1CCCC1>[C:1]([O:5][C:6]([N:8]1[CH2:11][CH:10]([O:12][C:13]2[CH:18]=[CH:17][C:16]([N:19]3[CH2:28][CH2:27][C:26]4[CH:25]=[C:24]([C:30]5[CH:31]=[CH:32][C:33]([Cl:36])=[CH:34][CH:35]=5)[S:23][C:22]=4[C:20]3=[O:21])=[CH:15][C:14]=2[O:37][CH3:38])[CH2:9]1)=[O:7])([CH3:4])([CH3:3])[CH3:2]. Procedure details: Dissolve 3-(4-{[5-(4-chloro-phenyl)-3-(2-hydroxy-ethyl)-thiophene-2-carbonyl]-amino}-2-methoxy-phenoxy)-azetidine-1-carboxylic acid tert-butyl ester (840 mg, 1.50 mmol) and tri-n-butylphosphine (2.25 mmol, 562 μL) in tetrahydrofuran (15 mL) and add slowly dropwise diisopropyl azodicarboxylate (2.25 mmol, 447 μL). Stir the mixture overnight and concentrate in vacuo. Triturate the residue with Et2O, filter, and dry in vacuo to afford 550 mg (62%) of the title compound as a white solid. LC-MS/ES m/... The reactants are CCOC(=O)c1[nH]c(-c2ccccc2)c2cc(Cl)ccc12, CCN(CC)C(=O)CCl, CN(C)P(=O)(N(C)C)N(C)C, CCO, [H-], [Na+]. The product is CCOC(=O)c1c2ccc(Cl)cc2c(-c2ccccc2)n1CC(=O)N(CC)CC. RXN SMILES: [CH2:1]([CH3:2])[O:3][C:4](=[O:5])[c:6]1[nH:7][c:8](-[c:16]2[cH:17][cH:18][cH:19][cH:20][cH:21]2)[c:9]2[cH:10][c:11]([Cl:15])[cH:12][cH:13][c:14]12.[CH2:35]([CH3:36])[N:37]([C:38]([CH2:39][Cl:40])=[O:41])[CH2:42][CH3:43].[CH3:22][N:23]([CH3:24])[P:25](=[O:26])([N:27]([CH3:28])[CH3:29])[N:30]([CH3:31])[CH3:32].[CH3:44][CH2:45][OH:46].[H-:33].[Na+:34]>>[CH2:1]([CH3:2])[O:3][C:4](=[O:5])[c:6]1[n:7]([CH2:39][C:38]([N:37]([CH2:35][CH3:36])[CH2:42][CH3:43])=[O:41])[c:8](-[c:16]2[cH:17][cH:18][cH:19][cH:20][cH:21]2)[c:9]2[cH:10][c:11]([Cl:15])[cH:12][cH:13][c:14]12.